Dataset: the Open Reaction Database (ORD), a public repository of structured organic reaction records. Task: describe an organic reaction: reactants, conditions, products, and yield Starting materials: CN1N=CC(=C1)C1=CC(=C(C=C1)SCCC(=O)N)C(F)(F)F (3-[4-(1-Methyl-1H-pyrazol-4-yl)-2-trifluoromethyl-phenylsulfanyl]-propionamide), CC(C)([O-])C.[Na+] (sodium tert-butoxide), C(#N)C1(CC1)NC(=O)[C@@H]1C[C@@H](CN1C(=O)C1(CC1)C(F)(F)F)OS(=O)(=O)C1=CC=CC=C1 (benzenesulfonic acid (3S,5S)-5-(1-cyano-cyclopropylcarbamoyl)-1-(1-trifluoromethyl-cyclopropanecarbonyl)-pyrrolidin-3-yl ester). Run in O1CCCC1 (tetrahydrofuran), CN(C(C)=O)C (N,N-dimethylacetamide), CN(C(C)=O)C (N,N-dimethylacetamide), O (water). Reaction conditions: time 2 hour. Yields the product C(#N)C1(CC1)NC(=O)[C@H]1N(C[C@@H](C1)SC1=C(C=C(C=C1)C=1C=NN(C1)C)C(F)(F)F)C(=O)C1(CC1)C(F)(F)F ((2S,4R)-4-[4-(1-Methyl-1H-pyrazol-4-yl)-2-trifluoromethyl-phenylsulfanyl]-1-(1-trifluoromethyl-cyclopropanecarbonyl)-pyrrolidine-2-carboxylic acid (1-cyano-cyclopropyl)-amide). The yield is 111.8%. As a reaction SMILES: [CH3:1][N:2]1[CH:6]=[C:5]([C:7]2[CH:12]=[CH:11][C:10]([S:13]CCC(N)=O)=[C:9]([C:19]([F:22])([F:21])[F:20])[CH:8]=2)[CH:4]=[N:3]1.CC(C)([O-])C.[Na+].[C:29]([C:31]1([NH:34][C:35]([C@H:37]2[N:41]([C:42]([C:44]3([C:47]([F:50])([F:49])[F:48])[CH2:46][CH2:45]3)=[O:43])[CH2:40][C@@H:39](OS(C3C=CC=CC=3)(=O)=O)[CH2:38]2)=[O:36])[CH2:33][CH2:32]1)#[N:30]>O1CCCC1.CN(C)C(=O)C.O>[C:29]([C:31]1([NH:34][C:35]([C@@H:37]2[CH2:38][C@@H:39]([S:13][C:10]3[CH:11]=[CH:12][C:7]([C:5]4[CH:4]=[N:3][N:2]([CH3:1])[CH:6]=4)=[CH:8][C:9]=3[C:19]([F:21])([F:20])[F:22])[CH2:40][N:41]2[C:42]([C:44]2([C:47]([F:49])([F:50])[F:48])[CH2:46][CH2:45]2)=[O:43])=[O:36])[CH2:33][CH2:32]1)#[N:30] |f:1.2|. Reported procedure: 3-[4-(1-Methyl-1H-pyrazol-4-yl)-2-trifluoromethyl-phenylsulfanyl]-propionamide (16.3 g, 49.6 mmol) was dissolved in tetrahydrofuran (80 mL) before sodium tert-butoxide (4.7 g, 48.9 mmol) was added and the fine suspension was stirred for 2 h at room temperature. N,N-dimethylacetamide (40 mL) was added and the mixture was stirred for further 2.5 h at room temperature. A solution of benzenesulfonic acid (3S,5S)-5-(1-cyano-cyclopropylcarbamoyl)-1-(1-trifluoromethyl-cyclopropanecarbonyl)-pyrrolidin-3... Reactants: ClC1=NC(=NC(=C1C=O)NC1=C(C=CC=C1F)F)SC (4-chloro-6-(2,6-difluoro-phenylamino)-2-methylsulfanyl-pyrimidine-5-carbaldehyde), FC1=C(C=CC=C1)B(O)O (2-fluorophenylboronic acid). Product: FC1=C(C(=CC=C1)F)NC1=NC(=NC(=C1C=O)C1=C(C=CC=C1)F)SC (4-(2,6-difluoro-phenylamino)-6-(2-fluoro-phenyl)-2-methylsulfanyl-pyrimidine-5-carbaldehyde). Reaction SMILES: Cl[C:2]1[C:7]([CH:8]=[O:9])=[C:6]([NH:10][C:11]2[C:16]([F:17])=[CH:15][CH:14]=[CH:13][C:12]=2[F:18])[N:5]=[C:4]([S:19][CH3:20])[N:3]=1.[F:21][C:22]1[CH:27]=[CH:26][CH:25]=[CH:24][C:23]=1B(O)O>>[F:18][C:12]1[CH:13]=[CH:14][CH:15]=[C:16]([F:17])[C:11]=1[NH:10][C:6]1[C:7]([CH:8]=[O:9])=[C:2]([C:23]2[CH:24]=[CH:25][CH:26]=[CH:27][C:22]=2[F:21])[N:3]=[C:4]([S:19][CH3:20])[N:5]=1. Procedure details: Prepared as described above in Example 11 starting from 4-chloro-6-(2,6-difluoro-phenylamino)-2-methylsulfanyl-pyrimidine-5-carbaldehyde and 2-fluorophenylboronic acid to give the title compound 4-(2,6-difluoro-phenylamino)-6-(2-fluoro-phenyl)-2-methylsulfanyl-pyrimidine-5-carbaldehyde. 1H-NMR: δ0.31 (s, 3H), 6.98-7.20 (m, 3H), 7.26 (m, 2H), 7.38-7.42 (m, 2H), 9.79 (s, 1H), 10.39 (br s, 1H). LC MS (m/e)=376 (MH+).